This data is from the Open Reaction Database (ORD), a public repository of structured organic reaction records. The task is: describe an organic reaction: reactants, conditions, products, and yield Yields the product C=CCOC(=O)N1CC(SC(C)=O)CC1CN(C(=O)OCC=C)S(N)(=O)=O. Reaction SMILES: [C:1]([CH3:2])(=[O:3])[S:4][CH:5]1[CH2:6][CH:7]([CH2:16][OH:17])[N:8]([C:10](=[O:11])[O:12][CH2:13][CH:14]=[CH2:15])[CH2:9]1.[CH2:37]([CH:38]=[CH2:39])[O:40][C:41](=[O:42])[NH:43][S:44](=[O:45])(=[O:46])[NH2:47].[CH2:48]([O:49][C:50]([N:51]=[N:52][C:53]([O:54][CH2:55][CH3:56])=[O:57])=[O:58])[CH3:59].[CH3:60][CH2:61][O:62][C:63](=[O:64])[CH3:65].[CH3:66][c:67]1[cH:68][cH:69][cH:70][cH:71][cH:72]1.[c:18]1([P:19]([c:20]2[cH:21][cH:22][cH:23][cH:24][cH:25]2)[c:26]2[cH:27][cH:28][cH:29][cH:30][cH:31]2)[cH:32][cH:33][cH:34][cH:35][cH:36]1>>[C:1]([CH3:2])(=[O:3])[S:4][CH:5]1[CH2:6][CH:7]([CH2:16][N:43]([C:41]([O:40][CH2:37][CH:38]=[CH2:39])=[O:42])[S:44](=[O:45])(=[O:46])[NH2:47])[N:8]([C:10](=[O:11])[O:12][CH2:13][CH:14]=[CH2:15])[CH2:9]1. Starting materials: C=CCOC(=O)N1CC(SC(C)=O)CC1CO, C=CCOC(=O)NS(N)(=O)=O, CCOC(=O)N=NC(=O)OCC, CCOC(C)=O, Cc1ccccc1, c1ccc(P(c2ccccc2)c2ccccc2)cc1. Starting materials: CC(C)(C)c1cc(S)cc(C(C)(C)C)c1O, O=C([O-])[O-], CCOC(C)=O, ClCCl, CN(C)C=O, CC(C)(C)OC(=O)CC1CC(CI)OC(C)(C)O1, [K+], [K+]. Yields the product CC(C)(C)OC(=O)CC1CC(CSc2cc(C(C)(C)C)c(O)c(C(C)(C)C)c2)OC(C)(C)O1. As a reaction SMILES: [C:19]([CH3:20])([CH3:21])([CH3:22])[c:23]1[c:24]([OH:34])[c:25]([C:30]([CH3:31])([CH3:32])[CH3:33])[cH:26][c:27]([SH:29])[cH:28]1.[C:35](=[O:36])([O-:37])[O-:38].[C:49]([O:50][CH2:51][CH3:52])(=[O:53])[CH3:54].[CH2:46]([Cl:47])[Cl:48].[CH3:41][N:42]([CH3:43])[CH:44]=[O:45].[I:1][CH2:2][CH:3]1[CH2:4][CH:5]([CH2:11][C:12](=[O:13])[O:14][C:15]([CH3:16])([CH3:17])[CH3:18])[O:6][C:7]([CH3:9])([CH3:10])[O:8]1.[K+:39].[K+:40]>>[CH2:2]([CH:3]1[CH2:4][CH:5]([CH2:11][C:12](=[O:13])[O:14][C:15]([CH3:16])([CH3:17])[CH3:18])[O:6][C:7]([CH3:9])([CH3:10])[O:8]1)[S:29][c:27]1[cH:26][c:25]([C:30]([CH3:31])([CH3:32])[CH3:33])[c:24]([OH:34])[c:23]([C:19]([CH3:20])([CH3:21])[CH3:22])[cH:28]1. Starting materials: BrCCCCBr (1,4-dibromobutane), C1(=CC=CC=C1)CCCCCO (benzenepentanol). The product is BrCCCCOCCCCCC1=CC=CC=C1 ([5-(4-Bromobutoxy)pentyl]benzene). RXN SMILES: [Br:1][CH2:2][CH2:3][CH2:4][CH2:5]Br.[C:7]1([CH2:13][CH2:14][CH2:15][CH2:16][CH2:17][OH:18])[CH:12]=[CH:11][CH:10]=[CH:9][CH:8]=1>>[Br:1][CH2:2][CH2:3][CH2:4][CH2:5][O:18][CH2:17][CH2:16][CH2:15][CH2:14][CH2:13][C:7]1[CH:8]=[CH:9][CH:10]=[CH:11][CH:12]=1. Procedure: (2.46 g), T.l.c. [K] Rf 0.58 from 1,4-dibromobutane (7.89 g) and benzenepentanol (2 g). The reactants are C1(=CC=CC=C1)P(C1=CC=CC=C1)C1=CC=CC=C1 (triphenylphosphine), C(C1=CC=CC=C1)OC(NC12C=3N(CC(CC1)CC2)C(C(=C(N3)C(NC(CC3=CC=C(C=C3)F)C#N)=O)OCC3=CC=CC=C3)=O)=O (benzyl(3-(benzyloxy)-2-((1-cyano-2-(4-fluorophenyl)ethyl)carbamoyl)-4-oxo-6,7,8,9-tetrahydro-7,10-ethanopyrimido[1,2-a]azepin-10(4H)-yl)carbamate), Intermediate 5, C(Cl)(Cl)(Cl)Cl (carbon tetrachloride). The solvent is C(C)#N (acetonitrile). Conditions: temperature 45 celsius, time 16 hour. Yields the product C(C1=CC=CC=C1)OC(NC12C=3N(CC(CC1)CC2)C(C(=C(N3)C=3NC(=C(N3)Cl)CC3=CC=C(C=C3)F)OCC3=CC=CC=C3)=O)=O (Benzyl(3-(benzyloxy)-2-(4-chloro-5-(4-fluorobenzyl)-1H-imidazol-2-yl)-4-oxo-6,7,8,9-tetrahydro-7,10-ethanopyrimido[1,2-a]azepin-10(4H)-yl)carbamate). Isolated yield 42.0%. Reaction SMILES: [CH2:1]([O:8][C:9](=[O:47])[NH:10][C:11]12[CH2:19][CH2:18][CH:15]([CH2:16][CH2:17]1)[CH2:14][N:13]1[C:20](=[O:46])[C:21]([O:38][CH2:39][C:40]3[CH:45]=[CH:44][CH:43]=[CH:42][CH:41]=3)=[C:22]([C:24](=O)[NH:25][CH:26]([C:35]#[N:36])[CH2:27][C:28]3[CH:33]=[CH:32][C:31]([F:34])=[CH:30][CH:29]=3)[N:23]=[C:12]21)[C:2]1[CH:7]=[CH:6][CH:5]=[CH:4][CH:3]=1.C(Cl)(Cl)(Cl)[Cl:49].C1(P(C2C=CC=CC=2)C2C=CC=CC=2)C=CC=CC=1>C(#N)C>[CH2:1]([O:8][C:9](=[O:47])[NH:10][C:11]12[CH2:17][CH2:16][CH:15]([CH2:18][CH2:19]1)[CH2:14][N:13]1[C:20](=[O:46])[C:21]([O:38][CH2:39][C:40]3[CH:45]=[CH:44][CH:43]=[CH:42][CH:41]=3)=[C:22]([C:24]3[NH:25][C:26]([CH2:27][C:28]4[CH:29]=[CH:30][C:31]([F:34])=[CH:32][CH:33]=4)=[C:35]([Cl:49])[N:36]=3)[N:23]=[C:12]21)[C:2]1[CH:3]=[CH:4][CH:5]=[CH:6][CH:7]=1. Procedure details: To a solution of benzyl(3-(benzyloxy)-2-((1-cyano-2-(4-fluorophenyl)ethyl)carbamoyl)-4-oxo-6,7,8,9-tetrahydro-7,10-ethanopyrimido[1,2-a]azepin-10(4H)-yl)carbamate, Intermediate 5 (140 mg, 0.220 mmol) in acetonitrile (4 mL) was added carbon tetrachloride (0.053 mL, 0.551 mmol), followed by triphenylphosphine (144 mg, 0.551 mmol) and the mixture was heated at 45° C. After stirring for 16 h, the mixture was cooled to room temp and concentrated in vacuo. The residue was then treated with dichloromet... The reactants are C(C1=CC=CC=C1)OC1=C(C=C(C=C1)C=CC(C=CC1=CC(=C(C=C1)OCC1=CC=CC=C1)OC)=O)OC (1,5-Bis-(4-benzyloxy-3-methoxy-phenyl)-penta-1,4-dien-3-one), alcohol, ketone, [O-]S(=O)(=O)[O-].[Ba+2] (BaSO4), C1CCOC1 (THF), CC(=O)C.OS(=O)(=O)O.O=[Cr](=O)=O (Jones reagent). Reagents/catalysts: [Pd] (Pd). Solvent: C(C)(C)O (Isopropanol), CC(=O)C (acetone). Run at time 8 hour. Product: C(C1=CC=CC=C1)OC1=C(C=C(C=C1)CCC(CCC1=CC(=C(C=C1)OCC1=CC=CC=C1)OC)=O)OC (1,5-Bis-(4-benzyloxy-3-methoxy-phenyl)-pentan-3-one). Reaction SMILES: [CH2:1]([O:8][C:9]1[CH:14]=[CH:13][C:12]([CH:15]=[CH:16][C:17](=[O:36])[CH:18]=[CH:19][C:20]2[CH:25]=[CH:24][C:23]([O:26][CH2:27][C:28]3[CH:33]=[CH:32][CH:31]=[CH:30][CH:29]=3)=[C:22]([O:34][CH3:35])[CH:21]=2)=[CH:11][C:10]=1[O:37][CH3:38])[C:2]1[CH:7]=[CH:6][CH:5]=[CH:4][CH:3]=1.[O-]S([O-])(=O)=O.[Ba+2].C1COCC1.CC(C)=O.OS(O)(=O)=O.O=[Cr](=O)=O>CC(C)=O.[Pd].C(O)(C)C>[CH2:27]([O:26][C:23]1[CH:24]=[CH:25][C:20]([CH2:19][CH2:18][C:17](=[O:36])[CH2:16][CH2:15][C:12]2[CH:13]=[CH:14][C:9]([O:8][CH2:1][C:2]3[CH:3]=[CH:4][CH:5]=[CH:6][CH:7]=3)=[C:10]([O:37][CH3:38])[CH:11]=2)=[CH:21][C:22]=1[O:34][CH3:35])[C:28]1[CH:33]=[CH:32][CH:31]=[CH:30][CH:29]=1 |f:1.2,4.5.6|. Reported procedure: Hydrogenation of 21.5 g (42.6 mmol) of 1,5-bis-(4-benzyloxy-3-methoxy-phenyl)-penta-1,4-dien-3-one prepared in Example D was effected as described in General Method 3 using 1.0 g 5% Pd over BaSO4 and 600 mL of THF under hydrogen atmosphere. The product contained both ketone and alcohol. Therefore, the mixture was dissolved in acetone (approximately 500 mL), treated with 20 mL of 8.0N Jones reagent, and stirred overnight at room temperature. Isopropanol was added, and the mixture was filtered thr... Starting materials: ClC1=NC(=NC=C1)NC1=CC=C(C#N)C=C1 (4-[(4-chloro-2-pyrimidinyl)amino]benzonitrile), BrC1=C(C(=CC(=C1)C)Br)N (2,6-dibromo-4-methyl-benzenamine), Cl (HCl). The solvent is C(C)OCC (diethyl ether), O1CCOCC1 (1,4-dioxane), C(C)OCC (diethyl ether). Run at temperature 170 celsius. The product is BrC1=C(C(=CC(=C1)C)Br)NC1=NC(=NC=C1)NC1=CC=C(C#N)C=C1 (4-[[4-[(2,6-dibromo-4-methylphenyl)amino]-2-pyrimidinyl]amino]benzonitrile). Yield: 16.0%. Reaction SMILES: Cl[C:2]1[CH:7]=[CH:6][N:5]=[C:4]([NH:8][C:9]2[CH:16]=[CH:15][C:12]([C:13]#[N:14])=[CH:11][CH:10]=2)[N:3]=1.[Br:17][C:18]1[CH:23]=[C:22]([CH3:24])[CH:21]=[C:20]([Br:25])[C:19]=1[NH2:26].Cl>C(OCC)C.O1CCOCC1>[Br:17][C:18]1[CH:23]=[C:22]([CH3:24])[CH:21]=[C:20]([Br:25])[C:19]=1[NH:26][C:2]1[CH:7]=[CH:6][N:5]=[C:4]([NH:8][C:9]2[CH:16]=[CH:15][C:12]([C:13]#[N:14])=[CH:11][CH:10]=2)[N:3]=1. Reported procedure: 4-[(4-chloro-2-pyrimidinyl)amino]benzonitrile (0.003 mol), 2,6-dibromo-4-methyl-benzenamine (0.006 mol) and 1 M HCl in diethyl ether (4.5 ml) in 1,4-dioxane (10 ml) were combined in a tube and heated under Ar until all diethyl ether had evaporated. The tube was sealed and heated at 170° C. for 2.5 days. Silica gel was added, and the solvent was evaporated. The residue was purified by flash column chromatography over silica gel (eluent gradient: CH2Cl2:CH3OH:NH4OH 100:0:0 to 99:0.9:0.1). The desi... The solvent is C(C)O (ethanol). Reactants: [O-]S(=O)(=O)C(F)(F)F.C1(=CC=CC=C1)C1=[O+]C(=CC(=C1)C1=CC=CC=C1)C1=CC=CC=C1 (2,4,6-triphenylpyrylium triflate), C(CCCCCCCCCCC)C1=CC=C(N)C=C1 (p-dodecylaniline). The product is [O-]S(=O)(=O)C(F)(F)F.C(CCCCCCCCCCC)C1=CC=C(C=C1)[N+]1=C(C=C(C=C1C1=CC=CC=C1)C1=CC=CC=C1)C1=CC=CC=C1 (N-(p-dodecylphenyl)-2,4,6-triphenylpyridinium triflate). Reported procedure: A 2.3-g portion (0.005 mole) of 2,4,6-triphenylpyrylium triflate is placed in a 500-ml round-bottom flask. To this, 200 ml of ethanol is added and then 1.3 g (0.005 mole) of p-dodecylaniline is added. The mixture is refluxed for about 20 hours. The ethanol is removed by evaporation to give a yellow waxy substance. This material is washed with ether which causes some yellow crystals to precipitate. Reaction SMILES: [O-:1][S:2]([C:5]([F:8])([F:7])[F:6])(=[O:4])=[O:3].[C:9]1([C:15]2[CH:20]=[C:19]([C:21]3[CH:26]=[CH:25][CH:24]=[CH:23][CH:22]=3)[CH:18]=[C:17]([C:27]3[CH:32]=[CH:31][CH:30]=[CH:29][CH:28]=3)[O+]=2)[CH:14]=[CH:13][CH:12]=[CH:11][CH:10]=1.[CH2:33]([C:45]1[CH:51]=[CH:50][C:48]([NH2:49])=[CH:47][CH:46]=1)[CH2:34][CH2:35][CH2:36][CH2:37][CH2:38][CH2:39][CH2:40][CH2:41][CH2:42][CH2:43][CH3:44]>C(O)C>[O-:4][S:2]([C:5]([F:8])([F:7])[F:6])(=[O:3])=[O:1].[CH2:33]([C:45]1[CH:46]=[CH:47][C:48]([N+:49]2[C:15]([C:9]3[CH:14]=[CH:13][CH:12]=[CH:11][CH:10]=3)=[CH:20][C:19]([C:21]3[CH:26]=[CH:25][CH:24]=[CH:23][CH:22]=3)=[CH:18][C:17]=2[C:27]2[CH:32]=[CH:31][CH:30]=[CH:29][CH:28]=2)=[CH:50][CH:51]=1)[CH2:34][CH2:35][CH2:36][CH2:37][CH2:38][CH2:39][CH2:40][CH2:41][CH2:42][CH2:43][CH3:44] |f:0.1,4.5|. The solvent is O (water), O (water), O (water), O (water). Procedure: A 500 ml 5-neck round-bottom flask, rendered inert with nitrogen and equipped with paddle stirrer, dropping funnel, thermometer, and water separator with reflux condenser, is charged with 50 g (0.36 mol) of methyl-trimethoxysilane (available commercially from Wacker Chemie AG), 8.8 g (0.04 mol) of 3,3,3-trifluoro-propyltrimethoxysilane (available commercially from Fluka), and 39.7 g of Isopar E (isoparaffinic hydro-carbon mixture having a boiling range of 113-143° C., available commercially from... RXN SMILES: [CH3:1][Si:2]([O:7][CH3:8])([O:5][CH3:6])[O:3][CH3:4].[F:9][C:10]([F:21])([F:20])[CH2:11][CH2:12][Si:13]([O:18][CH3:19])([O:16][CH3:17])[O:14][CH3:15].[OH-:22].[K+:23]>O>[CH3:1][Si:2]([O:7][CH3:8])([O:5][CH3:6])[O:3][CH3:4].[F:21][C:10]([F:9])([F:20])[CH2:11][CH2:12][Si:13]([O:14][CH3:15])([O:18][CH3:19])[O:16][CH3:17].[OH-:22].[K+:23] |f:2.3,5.6.7.8|. Starting materials: C[Si](OC)(OC)OC (methyl-trimethoxysilane), FC(CC[Si](OC)(OC)OC)(F)F (3,3,3-trifluoro-propyltrimethoxysilane), hydro-carbon, [OH-].[K+] (potassium hydroxide), [OH-].[K+] (potassium hydroxide). Conditions: temperature 70 celsius. Yields the product C[Si](OC)(OC)OC.FC(CC[Si](OC)(OC)OC)(F)F.[OH-].[K+] (methyltri-methoxysilane 3,3,3-trifluoropropyltrimethoxysilane KOH). Starting materials: ClC=1C=C(C=CC1F)[N+](=O)[O-] (3-chloro-4-fluoronitrobenzene), CN1C(=NC=C1)S (1-methyl-2-imidazolethiol). Yields the product CN1C(=NC=C1)SC1=C(C=C(C=C1)[N+](=O)[O-])Cl (2-chloro-4-nitrophenyl 1-methylimidazol-2-yl sulphide). Isolated yield 87.0%. RXN SMILES: [Cl:1][C:2]1[CH:3]=[C:4]([N+:9]([O-:11])=[O:10])[CH:5]=[CH:6][C:7]=1F.[CH3:12][N:13]1[CH:17]=[CH:16][N:15]=[C:14]1[SH:18]>>[CH3:12][N:13]1[CH:17]=[CH:16][N:15]=[C:14]1[S:18][C:7]1[CH:6]=[CH:5][C:4]([N+:9]([O-:11])=[O:10])=[CH:3][C:2]=1[Cl:1]. Procedure details: Using an analogous procedure to that described in the first paragraph of the portion of Example 8 which is concerned with the preparation of starting materials, 3-chloro-4-fluoronitrobenzene was reacted with 1-methyl-2-imidazolethiol to give 2-chloro-4-nitrophenyl 1-methylimidazol-2-yl sulphide in 87% yield.